This data is from the Open Reaction Database (ORD), a public repository of structured organic reaction records. The task is: describe an organic reaction: reactants, conditions, products, and yield Reactants: OOS(=O)[O-].[K+] (OXONE), CCOC(=O)C (EtOAc), C1(C=CCCC1)=O (2-Cyclohexeneone), [O-]S(=O)[O-].[Na+].[Na+] (Na2SO3). Reagents/catalysts: O=[Os](=O)(=O)=O (OsO4). Solvent: CN(C)C=O (DMF). Reaction conditions: time 5 minute. Yields the product C(CCCC(=O)O)(=O)O (Glutaric acid). RXN SMILES: [C:1]1(=[O:7])[CH2:6][CH2:5]CC=C1.OOS([O-])=O.[K+].[O-:14]S([O-])=O.[Na+].[Na+].CC[O:22][C:23]([CH3:25])=[O:24]>CN(C=O)C.O=[Os](=O)(=O)=O>[C:23]([OH:22])(=[O:24])[CH2:25][CH2:5][CH2:6][C:1]([OH:7])=[O:14] |f:1.2,3.4.5|. Reported procedure: 2-Cyclohexeneone (100 mg) was dissolved in DMF (10 mL), and OsO4 (0.12 mL, 2.5% in tBuOH) was added and stirred for 5 min. OXONE (2.56 g) was added in one portion and the reaction had a final volume (12 mL). The reaction was stirred at room temperature for 3 hours or until the solution becomes colorless. This usually marks the completion of the reaction which was verified by TLC or GC. Na2SO3 (600 mg) was added, to reduce the remaining Os(VIII), and stirred for an additional hour or until soluti... The reactants are Cc1ccccc1[Mg]Br (effective_coupling_partner), COc1cccc2ccccc12 (substrate). The reagents and catalysts are CC(C)P(C(C)C)C(Nc1ccccc1n3nc(c2ccccc2)cc3c4ccccc4)c5ccccc5. Reaction conditions: temperature 25 celsius, time 24 hour. The product is Cc1ccccc1c2cccc3ccccc23. Starting materials: ClCCl, O=C(O)C(F)(F)F, CC1CCN(c2ccc3[nH]c(-c4nn(C5CCCCO5)c5ccc(NC(=O)C6CC6(F)F)cc45)nc3c2)CC1. The product is CC1CCN(c2ccc3[nH]c(-c4n[nH]c5ccc(NC(=O)C6CC6(F)F)cc45)nc3c2)CC1. As a reaction SMILES: [Cl:47][CH2:48][Cl:49].[F:1][C:2]([F:3])([F:4])[C:5]([OH:6])=[O:7].[F:8][C:9]1([F:46])[CH:10]([C:12](=[O:13])[NH:14][c:15]2[cH:16][c:17]3[c:18](-[c:30]4[n:31][c:32]5[c:33]([nH:34]4)[cH:35][cH:36][c:37]([N:39]4[CH2:40][CH2:41][CH:42]([CH3:45])[CH2:43][CH2:44]4)[cH:38]5)[n:19][n:20]([CH:24]4[CH2:25][CH2:26][CH2:27][CH2:28][O:29]4)[c:21]3[cH:22][cH:23]2)[CH2:11]1>>[F:8][C:9]1([F:46])[CH:10]([C:12](=[O:13])[NH:14][c:15]2[cH:16][c:17]3[c:18](-[c:30]4[n:31][c:32]5[c:33]([nH:34]4)[cH:35][cH:36][c:37]([N:39]4[CH2:40][CH2:41][CH:42]([CH3:45])[CH2:43][CH2:44]4)[cH:38]5)[n:19][nH:20][c:21]3[cH:22][cH:23]2)[CH2:11]1. The reactants are CC#N, NC(=O)c1ccc(CCl)cc1, [I-], [K+], O, CCOP(OCC)OCC. Product: CCOP(=O)(Cc1ccc(C(N)=O)cc1)OCC. RXN SMILES: [CH3:24][C:25]#[N:26].[Cl:1][CH2:2][c:3]1[cH:4][cH:5][c:6]([C:7](=[O:8])[NH2:9])[cH:10][cH:11]1.[I-:23].[K+:22].[OH2:27].[P:12]([O:13][CH2:14][CH3:15])([O:16][CH2:17][CH3:18])[O:19][CH2:20][CH3:21]>>[CH2:2]([c:3]1[cH:4][cH:5][c:6]([C:7](=[O:8])[NH2:9])[cH:10][cH:11]1)[P:12]([O:13][CH2:14][CH3:15])([O:16][CH2:17][CH3:18])=[O:19]. The reactants are FC(C(=O)O)(F)F.COC=1C=C2[C@]3(C(NC2=CC1)=O)[C@@H](C3)C3=CC=C1C(=NNC1=C3)C3=CC=C(C=C3)N3CCNCC3 ((1R*,2S*)-5′-methoxy-2-(3-(4-(piperazin-1-yl)phenyl)-1H-indazol-6-yl)spiro [cyclopropane-1,3′-indolin]-2′-one 2,2,2-trifluoroacetate), C(C)=O (acetaldehyde). Product: FC(C(=O)O)(F)F.C(C)N1CCN(CC1)C1=CC=C(C=C1)C1=NNC2=CC(=CC=C12)[C@@H]1C[C@@]12C(NC1=CC=C(C=C21)OC)=O ((1R*,2S*)-2-(3-(4-(4-ethylpiperazin-1-yl)phenyl)-1H-indazol-6-yl)-5′-methoxyspiro[cyclopropane-1,3′-indolin]-2′-one 2,2,2-trifluoroacetate). Yield: 7.2%. As a reaction SMILES: [F:1][C:2]([F:7])([F:6])[C:3]([OH:5])=[O:4].[CH3:8][O:9][C:10]1[CH:11]=[C:12]2[C:16](=[CH:17][CH:18]=1)[NH:15][C:14](=[O:19])[C@:13]12[CH2:21][C@H:20]1[C:22]1[CH:30]=[C:29]2[C:25]([C:26]([C:31]3[CH:36]=[CH:35][C:34]([N:37]4[CH2:42][CH2:41][NH:40][CH2:39][CH2:38]4)=[CH:33][CH:32]=3)=[N:27][NH:28]2)=[CH:24][CH:23]=1.[CH:43](=O)[CH3:44]>>[F:1][C:2]([F:7])([F:6])[C:3]([OH:5])=[O:4].[CH2:43]([N:40]1[CH2:41][CH2:42][N:37]([C:34]2[CH:33]=[CH:32][C:31]([C:26]3[C:25]4[C:29](=[CH:30][C:22]([C@H:20]5[C@@:13]6([C:12]7[C:16](=[CH:17][CH:18]=[C:10]([O:9][CH3:8])[CH:11]=7)[NH:15][C:14]6=[O:19])[CH2:21]5)=[CH:23][CH:24]=4)[NH:28][N:27]=3)=[CH:36][CH:35]=2)[CH2:38][CH2:39]1)[CH3:44] |f:0.1,3.4|. Procedure details: The title compound was synthesized according to the method of Example A96B, using (1R*,2S*)-5′-methoxy-2-(3-(4-(piperazin-1-yl)phenyl)-1H-indazol-6-yl)spiro [cyclopropane-1,3′-indolin]-2′-one 2,2,2-trifluoroacetate (40 mg, 0.069 mmol) and acetaldehyde (6.0 uL, 0.140 mmol). The crude reaction mixture was concentrated under reduced pressure to dryness, and purified by preparative HPLC to give the title compound as a white solid (3.0 mg, 7.0%); 1H NMR (400 MHz, CD3OD) δ 7.91 (d, J=8.6 Hz, 1H), 7.87...